This data is from the Open Reaction Database (ORD), a public repository of structured organic reaction records. The task is: describe an organic reaction: reactants, conditions, products, and yield Starting materials: ClC1=C(C(=CC=C1)Cl)C1=CC2=C(N=C(N=C2)SC)N(C1=O)C (6-(2,6-Dichlorophenyl)-8-methyl-2-methylsulfanyl-8H-pyrido[2,3-d]pyrimidin-7-one), C(C)(C)N (isopropylamine). Product: ClC1=C(C(=CC=C1)Cl)C1=CC2=C(N=C(N=C2)NC(C)C)N(C1=O)C (6-(2,6-Dichlorophenyl)-2-isopropylamino-8-methyl-8H-pyrido[2,3-d]pyrimidin-7-one). Reaction SMILES: [Cl:1][C:2]1[CH:7]=[CH:6][CH:5]=[C:4]([Cl:8])[C:3]=1[C:9]1[C:20](=[O:21])[N:19]([CH3:22])[C:12]2[N:13]=[C:14](SC)[N:15]=[CH:16][C:11]=2[CH:10]=1.[CH:23]([NH2:26])([CH3:25])[CH3:24]>>[Cl:1][C:2]1[CH:7]=[CH:6][CH:5]=[C:4]([Cl:8])[C:3]=1[C:9]1[C:20](=[O:21])[N:19]([CH3:22])[C:12]2[N:13]=[C:14]([NH:26][CH:23]([CH3:25])[CH3:24])[N:15]=[CH:16][C:11]=2[CH:10]=1. Procedure: This compound was prepared by a procedure similar to that described in Example 40 starting with 6-(2,6-dichlorophenyl)-8-methyl-2-methylsulfanyl-8H-pyrido[2,3-d]pyrimidin-7-one of Example 37 and isopropylamine; mp 194°-196° C.